Dataset: the Open Reaction Database (ORD), a public repository of structured organic reaction records. Task: describe an organic reaction: reactants, conditions, products, and yield Reactants: FC(C(=O)N(CC(NC1CCN(CC1)CC1=C(C=CC=C1)OC)=O)CC1=NC=CC(=C1)C(=O)OCC)(F)F (ethyl 2-({2,2,2-trifluoro-N-[({1-[(2-methoxyphenyl)methyl]piperidin-4-yl}carbamoyl)methyl]acetamido}methyl)pyridine-4-carboxylate), [BH4-].[Na+] (NaBH4). Yields the product OCC1=CC(=NC=C1)CNCC(=O)NC1CCN(CC1)CC1=C(C=CC=C1)OC (2-({[4-(hydroxymethyl)pyridin-2-yl]methyl}amino)-N-{1-[(2-methoxyphenyl)methyl]piperidin-4-yl}acetamide). As a reaction SMILES: FC(F)(F)C([N:5]([CH2:25][C:26]1[CH:31]=[C:30]([C:32](OCC)=[O:33])[CH:29]=[CH:28][N:27]=1)[CH2:6][C:7](=[O:24])[NH:8][CH:9]1[CH2:14][CH2:13][N:12]([CH2:15][C:16]2[CH:21]=[CH:20][CH:19]=[CH:18][C:17]=2[O:22][CH3:23])[CH2:11][CH2:10]1)=O.[BH4-].[Na+]>>[OH:33][CH2:32][C:30]1[CH:29]=[CH:28][N:27]=[C:26]([CH2:25][NH:5][CH2:6][C:7]([NH:8][CH:9]2[CH2:14][CH2:13][N:12]([CH2:15][C:16]3[CH:21]=[CH:20][CH:19]=[CH:18][C:17]=3[O:22][CH3:23])[CH2:11][CH2:10]2)=[O:24])[CH:31]=1 |f:1.2|. Reported procedure: By General Procedure U from ethyl 2-({2,2,2-trifluoro-N-[({1-[(2-methoxyphenyl)methyl]piperidin-4-yl}carbamoyl)methyl]acetamido}methyl)pyridine-4-carboxylate using 5 equiv. of NaBH4. Purification by column chromatography using 1% MeOH/DCM to 28% MeOH/DCM/1% NH4OH as elutent to get the product as an off white solid. 1H-NMR (300 MHz, CDCl3): δ 8.42 (d, 1H), 7.42 (d, 1H), 7.35 (d, 1H), 7.25 (m, 2H), 7.15 (m, 1H), 6.99-6.85 (m, 2H), 4.65 (s, 2H), 3.80 (m, 4H), 3.60 (s, 2H), 3.45 (s, 2H), 3.25 (s, 2H... Reactants: OC1=C(C=C(C=C1)Cl)S(=O)(=O)Cl (2-Hydroxy-5-chlorobenzene sulfonyl chloride), N1CCCC1 (pyrrolidine). Run in C(Cl)(Cl)Cl (CHCl3). Run at temperature 25 celsius, time 2 hour. The product is OC1=C(C=C(C=C1)Cl)S(=O)(=O)N1CCCC1 (2-Hydroxy-5-chlorobenzene sulfonyl pyrrolidine). Yield: 77.1%. RXN SMILES: [OH:1][C:2]1[CH:7]=[CH:6][C:5]([Cl:8])=[CH:4][C:3]=1[S:9](Cl)(=[O:11])=[O:10].[NH:13]1[CH2:17][CH2:16][CH2:15][CH2:14]1>C(Cl)(Cl)Cl>[OH:1][C:2]1[CH:7]=[CH:6][C:5]([Cl:8])=[CH:4][C:3]=1[S:9]([N:13]1[CH2:17][CH2:16][CH2:15][CH2:14]1)(=[O:11])=[O:10]. Procedure details: To a solution of the product of Example 44A (2.16 g, 9.51 mmol) in CHCl3 (8 mL) was added, with ice cooling, pyrrolidine (4.05 g, 57.04 mmol). The mixture was stirred at 25° C. for 2 hrs, then concentrated in vacuo. The residue was dissolved in toluene, washed with HCl and water, dried (Na2SO4) and concentrated. The resulting oil was crystallized from hexane and chromatographed (CH2Cl2) to yield the title compound (1.92 g), m.p. 101-102° C. Reactants: BrC1=CC=C(C2=CC=CC=C12)N=C=S (1-bromo-4-isothiocyanatonaphthalene), C1(=C(C=CC=C1)N)N (o-phenylene diamine), N=C=N (carbodiimide), O (water). Run in C1CCOC1 (THF). Product: BrC1=CC=C(C2=CC=CC=C12)NC1=NC2=C(N1)C=CC=C2 (N-(4-bromonaphthalen-1-yl)-1H-benzo[d]imidazol-2-amine). Reaction SMILES: [Br:1][C:2]1[C:11]2[C:6](=[CH:7][CH:8]=[CH:9][CH:10]=2)[C:5]([N:12]=[C:13]=S)=[CH:4][CH:3]=1.[C:15]1([NH2:22])[CH:20]=[CH:19][CH:18]=[CH:17][C:16]=1[NH2:21].N=C=N.O>C1COCC1>[Br:1][C:2]1[C:11]2[C:6](=[CH:7][CH:8]=[CH:9][CH:10]=2)[C:5]([NH:12][C:13]2[NH:22][C:15]3[CH:20]=[CH:19][CH:18]=[CH:17][C:16]=3[N:21]=2)=[CH:4][CH:3]=1. Procedure details: A slurry of 1-bromo-4-isothiocyanatonaphthalene (1.0 g, 3.8 mmol), o-phenylene diamine (0.45 g, 4.2 mmol), and polymer-supported carbodiimide (9.0 g, 11 mmol, 1.27 mmol/g) in 72 mL THF was heated to 70° C. with a water-cooled reflux condenser for 3 h. The reaction was filtered, rinsing with dichloromethane. The solution was concentrated to a yellow solid, suspended in dichloromethane, and filtered, rinsing with a small quantity of diethyl ether to give N-(4-bromonaphthalen-1-yl)-1H-benzo[d]imida... Product: O=C(c1ccc(Cl)cc1)C(O)O. The reactants are Br, CS(C)=O, O=C(CBr)c1ccc(Cl)cc1, O. RXN SMILES: [BrH:13].[CH3:14][S:15](=[O:16])[CH3:17].[Cl:1][c:2]1[cH:3][cH:4][c:5]([C:8]([CH2:9][Br:10])=[O:11])[cH:6][cH:7]1.[OH2:12]>>[Cl:1][c:2]1[cH:3][cH:4][c:5]([C:8]([CH:9]([OH:12])[OH:16])=[O:11])[cH:6][cH:7]1. The reactants are N(C(C)C)C(C)C (iPr2NH), C(=O)(O)[O-].[Na+] (NaHCO3), BrBr (Br2), C[Si](CCOCOC1=C(C=CC(=C1)OCOCC[Si](C)(C)C)C=1C(OC2=CC(=CC=C2C1C)OCOCC[Si](C)(C)C)=O)(C)C (3-[2,4-bis-(2-trimethylsilanyl-ethoxymethoxy)-phenyl]-4-methyl-7-(2-trimethylsilanyl-ethoxymethoxy)-chromen-2-one), C(CCC)[Li] (n-Butyl lithium), [O-]S(=O)[O-].[Na+].[Na+] (Na2SO3). The solvent is C1CCOC1 (THF), C1CCOC1 (THF), CCOC(=O)C (EtOAc), C1CCOC1 (THF), CCCCCC (hexane). Reaction conditions: temperature -10 celsius, time 15 minute. The product is C[Si](CCOCOC1=C(C=CC(=C1)OCOCC[Si](C)(C)C)C=1C(OC2=CC(=CC=C2C1CBr)OCOCC[Si](C)(C)C)=O)(C)C (3-[2,4-Bis-(2-trimethylsilanylethoxymethoxy)-phenyl]-4-bromomethyl-7-(2-trimethylsilanyl-ethoxymethoxy)-chromen-2-one). As a reaction SMILES: N(C(C)C)C(C)C.C([Li])CCC.[CH3:13][Si:14]([CH3:57])([CH3:56])[CH2:15][CH2:16][O:17][CH2:18][O:19][C:20]1[CH:25]=[C:24]([O:26][CH2:27][O:28][CH2:29][CH2:30][Si:31]([CH3:34])([CH3:33])[CH3:32])[CH:23]=[CH:22][C:21]=1[C:35]1[C:36](=[O:55])[O:37][C:38]2[C:43]([C:44]=1[CH3:45])=[CH:42][CH:41]=[C:40]([O:46][CH2:47][O:48][CH2:49][CH2:50][Si:51]([CH3:54])([CH3:53])[CH3:52])[CH:39]=2.[Br:58]Br.C([O-])(O)=O.[Na+].[O-]S([O-])=O.[Na+].[Na+]>CCCCCC.C1COCC1.CCOC(C)=O>[CH3:57][Si:14]([CH3:56])([CH3:13])[CH2:15][CH2:16][O:17][CH2:18][O:19][C:20]1[CH:25]=[C:24]([O:26][CH2:27][O:28][CH2:29][CH2:30][Si:31]([CH3:32])([CH3:33])[CH3:34])[CH:23]=[CH:22][C:21]=1[C:35]1[C:36](=[O:55])[O:37][C:38]2[C:43]([C:44]=1[CH2:45][Br:58])=[CH:42][CH:41]=[C:40]([O:46][CH2:47][O:48][CH2:49][CH2:50][Si:51]([CH3:54])([CH3:53])[CH3:52])[CH:39]=2 |f:4.5,6.7.8|. Reported procedure: A 250 mL 3-neck round bottom flask was equipped with a magnetic stirrer, a rubber stopper and an argon inlet/outlet adapter. This vessel was charged with THF (20 mL) via syringe, iPr2NH (1.8 mL, 14.0 mmol) via syringe and cooled to −10° C. in an ice/methanol bath. n-Butyl lithium (1.85 M (titrated) via syringe, 6.3 mL, 11.7 mmol) in hexane was added dropwise via syringe at −10° C., stirred for 15 min at −10° C. To the solution was added 3-[2,4-bis-(2-trimethylsilanyl-ethoxymethoxy)-phenyl]-4-met... The reactants are O=C(Cl)C(Br)c1ccc(F)cc1, CC=CCNc1cccc(C(F)(F)F)c1, Cc1ccccc1. The product is CC=CCN(C(=O)C(Br)c1ccc(F)cc1)c1cccc(C(F)(F)F)c1. As a reaction SMILES: [Br:1][CH:2]([C:3](=[O:4])[Cl:5])[c:6]1[cH:7][cH:8][c:9]([F:12])[cH:10][cH:11]1.[CH2:13]([CH:14]=[CH:15][CH3:16])[NH:17][c:18]1[cH:19][c:20]([C:24]([F:25])([F:26])[F:27])[cH:21][cH:22][cH:23]1.[CH3:28][c:29]1[cH:30][cH:31][cH:32][cH:33][cH:34]1>>[Br:1][CH:2]([C:3](=[O:4])[N:17]([CH2:13][CH:14]=[CH:15][CH3:16])[c:18]1[cH:19][c:20]([C:24]([F:25])([F:26])[F:27])[cH:21][cH:22][cH:23]1)[c:6]1[cH:7][cH:8][c:9]([F:12])[cH:10][cH:11]1. The reactants are COc1ccc(CCC(Cn2ccnc2)Sc2ccccc2Cl)cc1, O=[N+]([O-])O. Product: COc1ccc(CCC(Cn2ccnc2)Sc2ccccc2Cl)cc1, O=[N+]([O-])O. RXN SMILES: [Cl:5][c:6]1[c:7]([S:12][CH:13]([CH2:14][n:15]2[cH:16][n:17][cH:18][cH:19]2)[CH2:20][CH2:21][c:22]2[cH:23][cH:24][c:25]([O:28][CH3:29])[cH:26][cH:27]2)[cH:8][cH:9][cH:10][cH:11]1.[OH:1][N+:2]([O-:3])=[O:4]>>[Cl:5][c:6]1[c:7]([S:12][CH:13]([CH2:14][n:15]2[cH:16][n:17][cH:18][cH:19]2)[CH2:20][CH2:21][c:22]2[cH:23][cH:24][c:25]([O:28][CH3:29])[cH:26][cH:27]2)[cH:8][cH:9][cH:10][cH:11]1.[O:1]=[N+:2]([OH:3])[O-:4]. Starting materials: FC=1C=CC=C2C(=NNC12)C1=CC=C(C=C1)OC (7-fluoro-3-(4-methoxyphenyl)-1H-indazole), [H-].[Na+] (sodium hydride), C1(CCCC1)Br (cyclopentyl-bromide). Yields the product C1(CCCC1)N1N=C(C2=CC=CC(=C12)F)C1=CC=C(C=C1)OC (1-cyclopentyl-7-fluoro--3-(4-methoxyphenyl)-1H-indazole). The yield is 67.8%. RXN SMILES: [F:1][C:2]1[CH:3]=[CH:4][CH:5]=[C:6]2[C:10]=1[NH:9][N:8]=[C:7]2[C:11]1[CH:16]=[CH:15][C:14]([O:17][CH3:18])=[CH:13][CH:12]=1.[H-].[Na+].[CH:21]1(Br)[CH2:25][CH2:24][CH2:23][CH2:22]1>>[CH:21]1([N:9]2[C:10]3[C:6](=[CH:5][CH:4]=[CH:3][C:2]=3[F:1])[C:7]([C:11]3[CH:16]=[CH:15][C:14]([O:17][CH3:18])=[CH:13][CH:12]=3)=[N:8]2)[CH2:25][CH2:24][CH2:23][CH2:22]1 |f:1.2|. Procedure: Prepared according to Method D step B from 7-fluoro-3-(4-methoxyphenyl)-1H-indazole (0.94 g, 3.8 mmol), sodium hydride (60% in oil, 0.148 g, 3.7 mmol) and cyclopentyl-bromide (0.43 mL, 4.0 mmol) to give the title compound (0.80 g) as a white solid, Starting materials: N1CCCCC1 (piperidine), OC=C(C(C)=O)C (4-hydroxy-3-methylbut-3-en-2-one), [Na] (sodium), C(#N)CC(=O)N (2-cyanoacetamide). Solvent: O (water), C(C)(=O)O (Acetic acid), C(C)(=O)O (acetic acid). Conditions: temperature 0 celsius, time 10 minute. The product is OC1=C(C#N)C=C(C(=N1)C)C (2-hydroxy-5,6-dimethylnicotinonitrile). Reaction SMILES: N1CCCCC1.O[CH:8]=[C:9]([CH3:13])[C:10](=O)[CH3:11].[Na].[C:15]([CH2:17][C:18]([NH2:20])=[O:19])#[N:16]>C(O)(=O)C.O>[OH:19][C:18]1[N:20]=[C:10]([CH3:11])[C:9]([CH3:13])=[CH:8][C:17]=1[C:15]#[N:16] |^1:13|. Reported procedure: Acetic acid (7.93 mL) was treated sequentially with piperidine (13.6 mL), water (208 mL), 4-hydroxy-3-methylbut-3-en-2-one, sodium salt (31.7 g, 0.257 mol) then 2-cyanoacetamide (23.8 g, 0.283 mol) then heated to reflux for 6 hours. The reaction mixture was then cooled to <20° C., treated with acetic acid (28.3 mL), stirred for 10 minutes at 0° C., then filtered and washed with water (200 mL) to yield 2-hydroxy-5,6-dimethylnicotinonitrile. To the wet solid was added 6N hydrochloric acid (200 mL)... Starting materials: Cc1c(Cc2ccccc2)nnc(N2CCNCC2)c1C, ClCCl, O=C=Nc1ccccc1. The product is Cc1c(Cc2ccccc2)nnc(N2CCN(C(=O)Nc3ccccc3)CC2)c1C. Reaction SMILES: [CH2:1]([c:2]1[cH:3][cH:4][cH:5][cH:6][cH:7]1)[c:8]1[n:9][n:10][c:11]([N:16]2[CH2:17][CH2:18][NH:19][CH2:20][CH2:21]2)[c:12]([CH3:15])[c:13]1[CH3:14].[Cl:31][CH2:32][Cl:33].[O:22]=[C:23]=[N:24][c:25]1[cH:26][cH:27][cH:28][cH:29][cH:30]1>>[CH2:1]([c:2]1[cH:3][cH:4][cH:5][cH:6][cH:7]1)[c:8]1[n:9][n:10][c:11]([N:16]2[CH2:17][CH2:18][N:19]([C:23](=[O:22])[NH:24][c:25]3[cH:26][cH:27][cH:28][cH:29][cH:30]3)[CH2:20][CH2:21]2)[c:12]([CH3:15])[c:13]1[CH3:14].